Dataset: the Open Reaction Database (ORD), a public repository of structured organic reaction records. Task: describe an organic reaction: reactants, conditions, products, and yield Starting materials: O=C([O-])[O-], [Cs+], [Cs+], CC(C)I, CN(C)C=O, O, c1ccc2nc(COc3ccc(-c4[nH]ncc4-c4ccncc4)cc3)ccc2c1. Yields the product CC(C)n1cc(-c2ccncc2)c(-c2ccc(OCc3ccc4ccccc4n3)cc2)n1. Reaction SMILES: [C:30](=[O:31])([O-:32])[O-:33].[Cs+:34].[Cs+:35].[I:36][CH:37]([CH3:38])[CH3:39].[O:41]=[CH:42][N:43]([CH3:44])[CH3:45].[OH2:40].[n:1]1[cH:2][cH:3][c:4](-[c:7]2[c:8](-[c:12]3[cH:13][cH:14][c:15]([O:16][CH2:17][c:18]4[n:19][c:20]5[cH:21][cH:22][cH:23][cH:24][c:25]5[cH:26][cH:27]4)[cH:28][cH:29]3)[nH:9][n:10][cH:11]2)[cH:5][cH:6]1>>[n:1]1[cH:2][cH:3][c:4](-[c:7]2[c:8](-[c:12]3[cH:13][cH:14][c:15]([O:16][CH2:17][c:18]4[n:19][c:20]5[cH:21][cH:22][cH:23][cH:24][c:25]5[cH:26][cH:27]4)[cH:28][cH:29]3)[n:9][n:10]([CH:37]([CH3:38])[CH3:39])[cH:11]2)[cH:5][cH:6]1. Starting materials: CN(C)CC1(c2ccc(O)cc2)CCOCC1, OCCC1CCN(CCCCl)CC1, [K+], [K+], O=C([O-])[O-], CN(C)C=O. The product is CN(C)CC1(c2ccc(OCCCN3CCC(CCO)CC3)cc2)CCOCC1. As a reaction SMILES: [CH3:1][N:2]([CH3:3])[CH2:4][C:5]1([c:11]2[cH:12][cH:13][c:14]([OH:17])[cH:15][cH:16]2)[CH2:6][CH2:7][O:8][CH2:9][CH2:10]1.[Cl:18][CH2:19][CH2:20][CH2:21][N:22]1[CH2:23][CH2:24][CH:25]([CH2:28][CH2:29][OH:30])[CH2:26][CH2:27]1.[K+:31].[K+:32].[O-:33][C:34]([O-:35])=[O:36].[O:37]=[CH:38][N:39]([CH3:40])[CH3:41]>>[CH3:1][N:2]([CH3:3])[CH2:4][C:5]1([c:11]2[cH:12][cH:13][c:14]([O:17][CH2:19][CH2:20][CH2:21][N:22]3[CH2:23][CH2:24][CH:25]([CH2:28][CH2:29][OH:30])[CH2:26][CH2:27]3)[cH:15][cH:16]2)[CH2:6][CH2:7][O:8][CH2:9][CH2:10]1. Starting materials: Cc1ccccc1, CCOC(=O)c1c(CCl)nc2cc(OCC)c(OCC)cc2c1-c1ccc(OC)c(OC)c1, c1ccc(P(c2ccccc2)c2ccccc2)cc1. Yields the product CCOC(=O)c1c(C[P+](c2ccccc2)(c2ccccc2)c2ccccc2)nc2cc(OCC)c(OCC)cc2c1-c1ccc(OC)c(OC)c1, [Cl-]. As a reaction SMILES: [CH3:53][c:54]1[cH:55][cH:56][cH:57][cH:58][cH:59]1.[Cl:1][CH2:2][c:3]1[n:4][c:5]2[cH:6][c:7]([O:31][CH2:32][CH3:33])[c:8]([O:28][CH2:29][CH3:30])[cH:9][c:10]2[c:11](-[c:18]2[cH:19][c:20]([O:26][CH3:27])[c:21]([O:24][CH3:25])[cH:22][cH:23]2)[c:12]1[C:13](=[O:14])[O:15][CH2:16][CH3:17].[c:34]1([P:40]([c:41]2[cH:42][cH:43][cH:44][cH:45][cH:46]2)[c:47]2[cH:48][cH:49][cH:50][cH:51][cH:52]2)[cH:35][cH:36][cH:37][cH:38][cH:39]1>>[CH2:2]([c:3]1[n:4][c:5]2[cH:6][c:7]([O:31][CH2:32][CH3:33])[c:8]([O:28][CH2:29][CH3:30])[cH:9][c:10]2[c:11](-[c:18]2[cH:19][c:20]([O:26][CH3:27])[c:21]([O:24][CH3:25])[cH:22][cH:23]2)[c:12]1[C:13](=[O:14])[O:15][CH2:16][CH3:17])[P+:40]([c:34]1[cH:35][cH:36][cH:37][cH:38][cH:39]1)([c:41]1[cH:42][cH:43][cH:44][cH:45][cH:46]1)[c:47]1[cH:48][cH:49][cH:50][cH:51][cH:52]1.[Cl-:1]. Starting materials: [Br-], [Br-], CC#N, c1ccc(P(c2ccccc2)c2ccccc2)cc1, c1cc2c(s1)CCOC2. Yields the product BrCCc1sccc1CBr. As a reaction SMILES: [Br-:1].[Br-:2].[CH3:31][C:32]#[N:33].[c:3]1([P:4]([c:5]2[cH:6][cH:7][cH:8][cH:9][cH:10]2)[c:11]2[cH:12][cH:13][cH:14][cH:15][cH:16]2)[cH:17][cH:18][cH:19][cH:20][cH:21]1.[s:22]1[cH:23][cH:24][c:25]2[c:30]1[CH2:29][CH2:28][O:27][CH2:26]2>>[Br:1][CH2:28][CH2:29][c:30]1[s:22][cH:23][cH:24][c:25]1[CH2:26][Br:2]. Reactants: Cn1ncc(N)c1C(=O)Nc1cccnc1Cl, O=S(=O)(O)O, O=S1(=O)CCCC1. Product: Cn1ncc2c1C(=O)Nc1cccnc1N2. As a reaction SMILES: [NH2:1][c:2]1[cH:3][n:4][n:5]([CH3:17])[c:6]1[C:7](=[O:8])[NH:9][c:10]1[c:11]([Cl:16])[n:12][cH:13][cH:14][cH:15]1.[S:18](=[O:19])(=[O:20])([OH:21])[OH:22].[S:23]1(=[O:28])(=[O:29])[CH2:24][CH2:25][CH2:26][CH2:27]1>>[NH:1]1[c:2]2[cH:3][n:4][n:5]([CH3:17])[c:6]2[C:7](=[O:8])[NH:9][c:10]2[c:11]1[n:12][cH:13][cH:14][cH:15]2. The reactants are C(C\C=C/CC)O (cis-3-hexenol). The solvent is C(Cl)Cl (methylene chloride). Conditions: time 15 minute. The product is C(C\C=C/CC)=O (cis-3-hexenal), C(C\C=C/CC)O (cis-3-hexenol). Isolated yield 19.4%. As a reaction SMILES: [CH2:1]([OH:7])[CH2:2]/[CH:3]=[CH:4]\[CH2:5][CH3:6]>C(Cl)Cl>[CH:1](=[O:7])[CH2:2]/[CH:3]=[CH:4]\[CH2:5][CH3:6].[CH2:1]([OH:7])[CH2:2]/[CH:3]=[CH:4]\[CH2:5][CH3:6]. Procedure: 10 Grams (0.1 moles) of cis-3-hexenol and 20 ml methylene chloride are then added rapidly over a 2 minute period. The reaction mixture is then stirred for a period of 15 minutes during which time the temperature is allowed to rise reaching a maximum of 40° C. The resulting liquid is decanted and the residue is washed with diethylether. The combined organic layers are then filtered through silica gel on a sintered glass funnel, dried and concentrated. The GLC profile indicates 61.0% cis-3-hexenal... The reactants are COC(=O)C1CC(O)CN1C(=O)OC(C)(C)C, CC(C)(C)[Si](C)(C)Cl, ClCCl, c1c[nH]cn1. Product: COC(=O)C1CC(O[Si](C)(C)C(C)(C)C)CN1C(=O)OC(C)(C)C. Reaction SMILES: [C:1]([CH3:2])([CH3:3])([CH3:4])[O:5][C:6](=[O:7])[N:8]1[CH:9]([C:14](=[O:15])[O:16][CH3:17])[CH2:10][CH:11]([OH:13])[CH2:12]1.[C:23]([CH3:24])([CH3:25])([CH3:26])[Si:27]([CH3:28])([CH3:29])[Cl:30].[Cl:31][CH2:32][Cl:33].[nH:18]1[cH:19][cH:20][n:21][cH:22]1>>[C:1]([CH3:2])([CH3:3])([CH3:4])[O:5][C:6](=[O:7])[N:8]1[CH:9]([C:14](=[O:15])[O:16][CH3:17])[CH2:10][CH:11]([O:13][Si:27]([C:23]([CH3:24])([CH3:25])[CH3:26])([CH3:28])[CH3:29])[CH2:12]1.